This data is from the Open Reaction Database (ORD), a public repository of structured organic reaction records. The task is: describe an organic reaction: reactants, conditions, products, and yield Reactants: ClC1=C2C(=NC=C1)C=CS2 (7-Chlorothieno[3,2-b]pyridine), ClC1=C2C(=NC=C1)C=C(S2)C=2N=CN(C2)C (7-Chloro-2-(1-methyl-1H-imidazol-4-yl)thieno[3,2-b]pyridine), IC=1C=NN(C1)CCN(C(OC(C)(C)C)=O)C (tert-butyl 2-(4-iodo-1H-pyrazol-1-yl)ethyl(methyl)carbamate). RXN SMILES: [Cl:1][C:2]1[CH:7]=[CH:6][N:5]=[C:4]2[CH:8]=[CH:9][S:10][C:3]=12.ClC1C=CN=C2C=C(C3N=CN(C)C=3)SC=12.I[C:28]1[CH:29]=[N:30][N:31]([CH2:33][CH2:34][N:35]([CH3:43])[C:36](=[O:42])[O:37][C:38]([CH3:41])([CH3:40])[CH3:39])[CH:32]=1>>[Cl:1][C:2]1[CH:7]=[CH:6][N:5]=[C:4]2[CH:8]=[C:9]([C:28]3[CH:29]=[N:30][N:31]([CH2:33][CH2:34][N:35]([CH3:43])[C:36](=[O:42])[O:37][C:38]([CH3:39])([CH3:40])[CH3:41])[CH:32]=3)[S:10][C:3]=12. The product is ClC1=C2C(=NC=C1)C=C(S2)C=2C=NN(C2)CCN(C(OC(C)(C)C)=O)C (tert-Butyl 2-(4-(7-chlorothieno[3,2-b]pyridin-2-yl)-1H-pyrazol-1-yl)ethyl(methyl)carbamate). Procedure: Starting from the chloride 2 and following the procedure described above for the synthesis of 175 (scheme 35, example 138), but replacing 4-iodo-1-methyl-1H-imidazole with tert-butyl 2-(4-iodo-1H-pyrazol-1-yl)ethyl(methyl)carbamate, title compound 180 was obtained in 75% yield. LRMS (M+1) 393.1 (100%). Isolated yield 75.0%. Starting materials: NC1=C(C=NN1C)C(=O)OCC (ethyl 5-amino-1-methylpyrazole-4-carboxylate), C[Si](C)(C)[N-][Si](C)(C)C.[Na+] (sodium bis(trimethylsilyl)amide), O1CCCC1 (tetrahydrofuran), ICCCC (1-iodobutane). The solvent is CN(C=O)C (dimethylformamide), C([O-])(O)=O.[Na+] (sodium bicarbonate). Run at time 1 hour. The product is C(CCC)NC1=C(C=NN1C)C(=O)OCC (Ethyl 5-butylamino-1-methylpyrazole-4-carboxylate). Yield: 84.4%. As a reaction SMILES: [NH2:1][C:2]1[N:6]([CH3:7])[N:5]=[CH:4][C:3]=1[C:8]([O:10][CH2:11][CH3:12])=[O:9].C[Si]([N-][Si](C)(C)C)(C)C.[Na+].O1[CH2:27][CH2:26][CH2:25][CH2:24]1.ICCCC>CN(C)C=O.C(=O)(O)[O-].[Na+]>[CH2:24]([NH:1][C:2]1[N:6]([CH3:7])[N:5]=[CH:4][C:3]=1[C:8]([O:10][CH2:11][CH3:12])=[O:9])[CH2:25][CH2:26][CH3:27] |f:1.2,6.7|. Procedure: To ethyl 5-amino-1-methylpyrazole-4-carboxylate (3.4476 g, 20.38 mmol) in dimethylformamide (60 mL) at 0° C. was added a solution of 1.0M sodium bis(trimethylsilyl)amide in tetrahydrofuran (20.5 mL, 20.5 mmol). After 1 hour, 1-iodobutane (2.50 mL, 22.0 mmol) was added and the reaction was stirred at ambient temperature for 20 hours. The mixture was diluted with saturated aqueous sodium bicarbonate and extracted with ethyl acetate (6×). The combined organic extracts were then washed with water (2... Reactants: C(C1=CC=CC=C1)OC(=O)N1[C@H](C(N([C@H](C1)C(N)=O)CCCC(=O)N1C[C@H](C2(CC2)CC1)O)=O)C ((2S,5R)-5-carbamoyl-4-[4-((S)-4-hydroxy-6-aza-spiro[2.5]oct-6-yl)-4-oxo-butyl]-2-methyl-3-oxo-piperazine-1-carboxylic acid benzyl ester), ClC1=C(C=CC(=C1)N=C=O)C(F)(F)F (2-chloro-4-isocyanato-1-trifluoromethyl-benzene), ClC1=C(C=CC(=C1)N=C=O)C(F)(F)F (2-chloro-4-isocyanato-1-trifluoromethyl-benzene). The reagents and catalysts are [Pd] (palladium on charcoal). The product is ClC=1C=C(C=CC1C(F)(F)F)NC(=O)N1C[C@@H](N(C([C@@H]1C)=O)CCCC(=O)N1C[C@H](C2(CC2)CC1)O)C(=O)N ((3R,6S)—N1-(3-chloro-4-(trifluoromethyl)phenyl)-4-(4-((S)-4-hydroxy-6-azaspiro[2.5]octan-6-yl)-4-oxobutyl)-6-methyl-5-oxopiperazine-1,3-dicarboxamide). Isolated yield 73.0%. Reaction SMILES: C([O:8][C:9]([N:11]1[CH2:16][C@H:15]([C:17](=[O:19])[NH2:18])[N:14]([CH2:20][CH2:21][CH2:22][C:23]([N:25]2[CH2:32][CH2:31][C:28]3([CH2:30][CH2:29]3)[C@H:27]([OH:33])[CH2:26]2)=[O:24])[C:13](=[O:34])[C@@H:12]1[CH3:35])=O)C1C=CC=CC=1.[Cl:36][C:37]1[CH:42]=[C:41]([N:43]=C=O)[CH:40]=[CH:39][C:38]=1[C:46]([F:49])([F:48])[F:47]>[Pd]>[Cl:36][C:37]1[CH:42]=[C:41]([NH:43][C:9]([N:11]2[C@@H:12]([CH3:35])[C:13](=[O:34])[N:14]([CH2:20][CH2:21][CH2:22][C:23]([N:25]3[CH2:32][CH2:31][C:28]4([CH2:30][CH2:29]4)[C@H:27]([OH:33])[CH2:26]3)=[O:24])[C@@H:15]([C:17]([NH2:18])=[O:19])[CH2:16]2)=[O:8])[CH:40]=[CH:39][C:38]=1[C:46]([F:48])([F:49])[F:47]. Procedure: In analogy to the procedure described in the example 120 step E, (2S,5R)-5-carbamoyl-4-[4-((S)-4-hydroxy-6-aza-spiro[2.5]oct-6-yl)-4-oxo-butyl]-2-methyl-3-oxo-piperazine-1-carboxylic acid benzyl ester (example 147 step B) was first deprotected using 10% palladium on charcoal and then subsequently reacted with 2-chloro-4-isocyanato-1-trifluoromethyl-benzene (intermediate 16) to give the titled compound in 73% yield as a colorless solid. MS: 574.3 (MH+, 1Cl). The reactants are C1=C(C=CC2=CC=CC=C12)O (β-naphthol), C1(=CC=CC2=CC=CC=C12)N (α-naphthylamine), P(OC1=CC=CC=C1)(OC1=CC=CC=C1)OC1=CC=CC=C1 (triphenyl phosphite). The solvent is O (water). Conditions: time 3 hour. Product: C1=CC=C2C=C(C=CC2=C1)NC3=CC=CC4=CC=CC=C43 (1,2'-dinaphthylamine). The yield is 96.0%. Reaction SMILES: [CH:1]1[C:10]2[C:5](=[CH:6][CH:7]=[CH:8][CH:9]=2)[CH:4]=[CH:3][C:2]=1O.[C:12]1([NH2:22])[C:21]2[C:16](=[CH:17][CH:18]=[CH:19][CH:20]=2)[CH:15]=[CH:14][CH:13]=1.P(OC1C=CC=CC=1)(OC1C=CC=CC=1)OC1C=CC=CC=1>O>[CH:7]1[CH:6]=[C:5]2[C:10]([CH:1]=[C:2]([NH:22][C:12]3[C:21]4[C:16](=[CH:17][CH:18]=[CH:19][CH:20]=4)[CH:15]=[CH:14][CH:13]=3)[CH:3]=[CH:4]2)=[CH:9][CH:8]=1. Reported procedure: 144 parts of β-naphthol, 143 parts of α-naphthylamine and 10 parts of triphenyl phosphite are mixed. A homogeneous melt is formed at 120° C internal temperature. The elimination of water commences when the internal temperature reaches 230° C and has ended after 3 hours, at an internal temperature of 250° C. 18 parts of water have distilled off. 258 parts of 1,2'-dinaphthylamine, of melting point 106° - 108° C, are obtained by distillation at 239° C/0.1 mm Hg. This corresponds to a yield of 96% o... Reactants: O[C@@H]1[C@@H]([C@]2(CC=3C(OC(C3C)=O)=CC2=CC1)C)C ((4aR*,5R*,6S*)-6-Hydroxy-4a,5,6,7-tetrahydro-3,4a,5-trimethylnaphtho[2,3-b]furan-2(4H)-one), C(C1=CC=CC=C1)(=O)Cl (benzoyl chloride). The product is C(C1=CC=CC=C1)(=O)O[C@@H]1[C@@H]([C@]2(CC=3C(OC(C3C)=O)=CC2=CC1)C)C ((4aR*,5R*,6S*)-6-Benzoyloxy-4a,5,6,7-tetrahydro-3,4a,5-trimethylnaphtho[2,3-b]furan-2(4H)-one). Reaction SMILES: [OH:1][C@H:2]1[CH2:16][CH:15]=[C:14]2[C@:4]([CH3:17])([CH2:5][C:6]3[C:7](=[CH:13]2)[O:8][C:9](=[O:12])[C:10]=3[CH3:11])[C@H:3]1[CH3:18].[C:19](Cl)(=[O:26])[C:20]1[CH:25]=[CH:24][CH:23]=[CH:22][CH:21]=1>>[C:19]([O:1][C@H:2]1[CH2:16][CH:15]=[C:14]2[C@:4]([CH3:17])([CH2:5][C:6]3[C:7](=[CH:13]2)[O:8][C:9](=[O:12])[C:10]=3[CH3:11])[C@H:3]1[CH3:18])(=[O:26])[C:20]1[CH:25]=[CH:24][CH:23]=[CH:22][CH:21]=1. Reported procedure: The title compound was prepared in the same manner as in Example B2, except that the compound prepared in Example B1 was reacted with benzoyl chloride. RXN SMILES: [NH2:1][C:2]([C:22]1[CH:29]=[CH:28][C:25]([C:26]#[N:27])=[C:24](F)[CH:23]=1)([C:16]1[N:17]([CH3:21])[CH:18]=[N:19][CH:20]=1)[CH2:3][CH2:4][CH2:5][NH:6][CH2:7][CH2:8][C:9]1[CH:14]=[CH:13][CH:12]=[C:11]([OH:15])[CH:10]=1.C([O-])([O-])=O.[Cs+].[Cs+]>CN(C=O)C>[NH2:1][C:2]1([C:16]2[N:17]([CH3:21])[CH:18]=[N:19][CH:20]=2)[C:22]2=[CH:29][C:28](=[C:25]([C:26]#[N:27])[CH:24]=[CH:23]2)[O:15][C:11]2[CH:10]=[C:9]([CH:14]=[CH:13][CH:12]=2)[CH2:8][CH2:7][NH:6][CH2:5][CH2:4][CH2:3]1 |f:1.2.3|. The product is NC1(CCCNCCC=2C=CC=C(OC3=C(C=CC1=C3)C#N)C2)C=2N(C=NC2)C (14-amino-14-(3-methyl-3H-imidazol-4-yl)-2-oxa-10-aza-tricyclo[13.3.1.13,7]eicosa-1(18),3,5,7(20),15(19),16-hexaene-18-carbonitrile). Reported procedure: 4-[1-Amino-4-[2-(3-hydroxy-phenyl)-ethylamino]-1-(3-methyl-3H-imidazol-4-yl)-butyl]-2-fluoro-benzonitrile (0.058 g, 0.142 mmol) was dissolved in DMF (15 mL) and treated with Cs2CO3 (0.324 g, 0.994 mmol). After 18 h at 60° C., the reaction mixture was concentrated in vacuo, dissolved in H2O: 0.1% TFA (3 mL) and purified by RP LC on a Delta PrepPak eluting with 95:5 to 5:95 H2O (0.1% TFA): CH3CN(0.1% TFA) to give the title compound as an 80:20 mixture of enantiomers. The reactants are NC(CCCNCCC1=CC(=CC=C1)O)(C=1N(C=NC1)C)C1=CC(=C(C#N)C=C1)F (4-[1-Amino-4-[2-(3-hydroxy-phenyl)-ethylamino]-1-(3-methyl-3H-imidazol-4-yl)-butyl]-2-fluoro-benzonitrile), C(=O)([O-])[O-].[Cs+].[Cs+] (Cs2CO3). Run at time 18 hour. Solvent: CN(C)C=O (DMF).